This data is from the Open Reaction Database (ORD), a public repository of structured organic reaction records. The task is: describe an organic reaction: reactants, conditions, products, and yield Reactants: [C-]#N.[K+] (potassium cyanide), COC=1C=C(C=O)C=C(C1OC)[N+](=O)[O-] (3,4-dimethoxy-5-nitrobenzaldehyde), C#N (hydrogen cyanide), Cl (hydrochloric acid). Run in O (water), O1CCOCC1 (dioxane), CCOCC (ether). Conditions: time 30 minute. Yields the product OC(C#N)C1=CC(=C(C=C1)OC)OC (α-hydroxy-3,4-dimethoxy- phenylacetonitrile). RXN SMILES: [C-:1]#[N:2].[K+].[CH3:4][O:5][C:6]1[CH:7]=[C:8]([CH:11]=[C:12]([N+]([O-])=O)[C:13]=1[O:14][CH3:15])[CH:9]=[O:10].Cl.C#N>O.O1CCOCC1.CCOCC>[OH:10][CH:9]([C:8]1[CH:11]=[CH:12][C:13]([O:14][CH3:15])=[C:6]([O:5][CH3:4])[CH:7]=1)[C:1]#[N:2] |f:0.1|. Procedure: A solution of 14.68 g of potassium cyanide in 20 ml of water is added to a solution of 10.0 g of 3,4-dimethoxy-5-nitrobenzaldehyde in 100 ml of dioxane. 18.81 ml of 37 percent hydrochloric acid are now added dropwise thereto within 30 minutes while stirring vigorously. After the addition of 120 ml of ether, the excess hydrogen cyanide gas is driven off by passing argon through the mixture. The reaction mixture is filtered a siliceous earth filter aid, and the organic phase is washed with water d... The reactants are C(C)(C)(CC(C)(C)C)C1=CC(=C(C(=C1O)C)C)CN(C)C (6-tert.-Octyl-2,3-dimethyl-4-(dimethylaminomethyl)phenol), P(OCCCCCCCCCCCC)(OCCCCCCCCCCCC)[O-] (di-n-dodecyl phosphite). Solvent: C(C)#N (acetonitrile). Product: C(C)(C)(CC(C)(C)C)C=1C(=C(C(=C(CP(OCCCCCCCCCCCC)(OCCCCCCCCCCCC)=O)C1)C)C)O (Di-n-dodecyl 5-tert.-octyl-2,3-dimethyl-4-hydroxybenzylphosphonate), crystals. RXN SMILES: [C:1]([C:9]1[C:14]([OH:15])=[C:13]([CH3:16])[C:12]([CH3:17])=[C:11]([CH2:18]N(C)C)[CH:10]=1)([CH2:4][C:5]([CH3:8])([CH3:7])[CH3:6])([CH3:3])[CH3:2].[P:22]([O-:49])([O:36][CH2:37][CH2:38][CH2:39][CH2:40][CH2:41][CH2:42][CH2:43][CH2:44][CH2:45][CH2:46][CH2:47][CH3:48])[O:23][CH2:24][CH2:25][CH2:26][CH2:27][CH2:28][CH2:29][CH2:30][CH2:31][CH2:32][CH2:33][CH2:34][CH3:35]>C(#N)C>[C:1]([C:9]1[C:14]([OH:15])=[C:13]([CH3:16])[C:12]([CH3:17])=[C:11]([CH:10]=1)[CH2:18][P:22](=[O:49])([O:36][CH2:37][CH2:38][CH2:39][CH2:40][CH2:41][CH2:42][CH2:43][CH2:44][CH2:45][CH2:46][CH2:47][CH3:48])[O:23][CH2:24][CH2:25][CH2:26][CH2:27][CH2:28][CH2:29][CH2:30][CH2:31][CH2:32][CH2:33][CH2:34][CH3:35])([CH2:4][C:5]([CH3:8])([CH3:7])[CH3:6])([CH3:3])[CH3:2]. Procedure: This compound was made in a similar manner as Example 5 by reacting 6-tert.-octyl-2,3-dimethyl-4-(dimethylaminomethyl)phenol (Example 2) with di-n-dodecyl phosphite. After trituration with acetonitrile, the desired compound is obtained as white crystals melting at 36° to 40°C (Compound 7). Reactants: C[Al](C)C (AlMe3), C=O (paraformaldehyde), ice water, C#CCCCC (1-hexyne), [Li]CCCC (n-BuLi), [NH4+].[Cl-] (NH4Cl). Reagents/catalysts: [Cl-].[Cl-].[CH-]1C=CC=C1.[CH-]1C=CC=C1.[Zr+2] (zirconocene dichloride). Run in C1CCOC1 (THF), C1CCOC1 (THF). Run at time 30 minute. Yields the product C\C(=C/CO)\CCCC ((E)-3-Methyl-hept-2-en-1-ol). Isolated yield 77.0%. RXN SMILES: C[Al](C)C.[CH:5]#[C:6][CH2:7][CH2:8][CH2:9][CH3:10].[Li]CC[CH2:14][CH3:15].C=[O:17].[NH4+].[Cl-]>C1COCC1.[Cl-].[Cl-].[CH-]1C=CC=C1.[CH-]1C=CC=C1.[Zr+2]>[CH3:5]/[C:6](/[CH2:7][CH2:8][CH2:9][CH3:10])=[CH:15]\[CH2:14][OH:17] |f:4.5,7.8.9.10.11|. Procedure details: To a white slurry solution of zirconocene dichloride (7.3 g, 25 mmol) in 60 mL (CH2)2Cl2 was added AlMe3 (25 mL, 2.0M in hexanes, 50 mmol) at 0° C, stirred for 30 min, and then warmed to RT for 1.0 h. To this lemon-yellow solution was added 1-hexyne 19b (2.05 gm, 25 mmol, dissolved in 20 mL (CH2)2Cl2 at RT. the reaction was allowed to stir at RT for 16 h. The volatile components were evaporated under reduced pressure (maximum 50° C., 0.3 mmHg, 12 h). The remaining orange-yellow organic residue w... Reactants: Cl (HCl), C1(=CC=CC=C1)CC[C@@H](/C=C/[C@H]1[C@@H](C[C@@H]2OC(CCC\C=C/C[C@@H]21)=O)OC2OCCCC2)OC2OCCCC2 ((6Z,8aR,9R,10R,11aS)-4,5,8,8a,9,10,11,11a-octahydro-9-((S,E)-5-phenyl-3-(tetrahydro-2H-pyran-2-yloxy)pent-1-enyl)-10-(tetrahydro-2H-pyran-2-yloxy)cyclopenta[b]oxecin-2(3H)-one), C(C)N (ethylamine). The solvent is O (water), O1CCCC1 (tetrahydrofuran), O1CCCC1 (THF). Reaction conditions: temperature 40 celsius. The product is C(C)NC(CCC\C=C/C[C@@H]1[C@H]([C@@H](C[C@@H]1O)OC1OCCCC1)\C=C\[C@H](CCC1=CC=CC=C1)OC1OCCCC1)=O ((5Z)-N-ethyl-7-((1R,2R,3R,5S)-5-hydroxy-2-((S,E)-5-phenyl-3-(tetrahydro-2H-pyran-2-yloxy)pent-1-enyl)-3-(tetrahydro-2H-pyran-2-yloxy)cyclopentyl)hept-5-enamide). The yield is 73.8%. Reaction SMILES: [C:1]1([CH2:7][CH2:8][C@H:9]([O:33][CH:34]2[CH2:39][CH2:38][CH2:37][CH2:36][O:35]2)/[CH:10]=[CH:11]/[C@@H:12]2[C@@H:24]3[C@@H:15]([O:16][C:17](=[O:25])[CH2:18][CH2:19][CH2:20][CH:21]=[CH:22][CH2:23]3)[CH2:14][C@H:13]2[O:26][CH:27]2[CH2:32][CH2:31][CH2:30][CH2:29][O:28]2)[CH:6]=[CH:5][CH:4]=[CH:3][CH:2]=1.[CH2:40]([NH2:42])[CH3:41].Cl>O1CCCC1.O>[CH2:40]([NH:42][C:17](=[O:25])[CH2:18][CH2:19][CH2:20]/[CH:21]=[CH:22]\[CH2:23][C@H:24]1[C@@H:15]([OH:16])[CH2:14][C@@H:13]([O:26][CH:27]2[CH2:32][CH2:31][CH2:30][CH2:29][O:28]2)[C@@H:12]1/[CH:11]=[CH:10]/[C@@H:9]([O:33][CH:34]1[CH2:39][CH2:38][CH2:37][CH2:36][O:35]1)[CH2:8][CH2:7][C:1]1[CH:6]=[CH:5][CH:4]=[CH:3][CH:2]=1)[CH3:41]. Procedure: A solution of (6Z,8aR,9R,10R,11aS)-4,5,8,8a,9,10,11,11a-octahydro-9-((S,E)-5-phenyl-3-(tetrahydro-2H-pyran-2-yloxy)pent-1-enyl)-10-(tetrahydro-2H-pyran-2-yloxy)cyclopenta[b]oxecin-2(3H)-one (3.0 g, 5.57 mmol) in 15 mL tetrahydrofuran (THF) was treated with 2 M ethylamine (31 ml) in THF. This mixture was stirred and heated at 40° C. over 18 hours under an atmosphere of nitrogen. The mixture was diluted with 50 mL water and the pH was adjusted to 6 with 1N HCl. The layers were separated and the aq... The reactants are N(=[N+]=[N-])[C@H]1[C@H](SC)O[C@@H]([C@H]([C@@H]1OCC1=CC=C(C=C1)OC)OCC1=CC=CC=C1)CO (Methyl 2-azido-4-O-benzyl-2-deoxy-3-O-(4-methoxybenzyl)-1-thio-β-D-glucopyranoside), CO (methanol), [H-].[Na+] (sodium hydride), ClC1=CC=C(CCl)C=C1 (4-chlorobenzyl chloride). Solvent: CN(C)C=O (DMF), CN(C)C=O (DMF). Conditions: temperature 0 celsius, time 30 minute. The product is N(=[N+]=[N-])[C@H]1[C@H](SC)O[C@@H]([C@H]([C@@H]1OCC1=CC=C(C=C1)OC)OCC1=CC=CC=C1)COCC1=CC=C(C=C1)Cl (Methyl 2-azido-4-O-benzyl-6-O-(4-chlorobenzyl)-2-deoxy-3-O-(4-methoxybenzyl)-1-thio-β-glucopyranoside). Isolated yield 72.5%. As a reaction SMILES: [H-].[Na+].[N:3]([C@@H:6]1[C@@H:13]([O:14][CH2:15][C:16]2[CH:21]=[CH:20][C:19]([O:22][CH3:23])=[CH:18][CH:17]=2)[C@H:12]([O:24][CH2:25][C:26]2[CH:31]=[CH:30][CH:29]=[CH:28][CH:27]=2)[C@@H:11]([CH2:32][OH:33])[O:10][C@H:7]1[S:8][CH3:9])=[N+:4]=[N-:5].[Cl:34][C:35]1[CH:42]=[CH:41][C:38]([CH2:39]Cl)=[CH:37][CH:36]=1.CO>CN(C=O)C>[N:3]([C@@H:6]1[C@@H:13]([O:14][CH2:15][C:16]2[CH:17]=[CH:18][C:19]([O:22][CH3:23])=[CH:20][CH:21]=2)[C@H:12]([O:24][CH2:25][C:26]2[CH:27]=[CH:28][CH:29]=[CH:30][CH:31]=2)[C@@H:11]([CH2:32][O:33][CH2:39][C:38]2[CH:41]=[CH:42][C:35]([Cl:34])=[CH:36][CH:37]=2)[O:10][C@H:7]1[S:8][CH3:9])=[N+:4]=[N-:5] |f:0.1|. Procedure details: A suspension of sodium hydride (71 mg, 1.8 mmol) in dry DMF (5 mL) was cooled to 0° C., and a solution of methyl 2-azido-4-O-benzyl-2-deoxy-3-O-(4-methoxybenzyl)-1-thio-β-D-glucopyranoside (33) (680 mg, 1.5 mmol) in dry DMF (5 mL) was added dropwise in 30 minutes. The resulting solution was stirred at room temperature for 30 minutes and 4-chlorobenzyl chloride (295 mg, 1.5 mmol) was added dropwise at 0° C. The reaction mixture was stirred at room temperature for 4.5 hours, cooled at 0° C. and dr... Reported procedure: Treat a solution of 2-(4-ethoxy-3-methoxy-phenyl)-N-{2-[2-methyl-9-(2,4,6-trimethyl-phenyl)-pyridino[2,3-b]indolizin-4-ylamino]-ethyl}-acetamide (0.08 g, 0.145 mmol) in THF (5 mL) with AlH3.NMe2Et (3 mL, 1.45 mmol) and heat to reflux for 14 h. Cool the resulting mixture ambient temperature, quench with Na2CO3, 10H2O (0.3 g) and stir at ambient temperature for 15 min. Filter the solution through Celite and wash with several portions of CH2Cl2. Concentrate the filtrate in vacuo to dryness and puri... As a reaction SMILES: [CH2:1]([O:3][C:4]1[CH:9]=[CH:8][C:7]([CH2:10][C:11]([NH:13][CH2:14][CH2:15][NH:16][C:17]2[C:29]3[N:28]4[C:23]([C:24]([C:30]5[C:35]([CH3:36])=[CH:34][C:33]([CH3:37])=[CH:32][C:31]=5[CH3:38])=[CH:25][CH:26]=[CH:27]4)=[CH:22][C:21]=3[N:20]=[C:19]([CH3:39])[CH:18]=2)=O)=[CH:6][C:5]=1[O:40][CH3:41])[CH3:2].[AlH3].N(CC)(C)C>C1COCC1>[CH2:1]([O:3][C:4]1[CH:9]=[CH:8][C:7]([CH2:10][CH2:11][NH:13][CH2:14][CH2:15][NH:16][C:17]2[C:29]3[N:28]4[C:23]([C:24]([C:30]5[C:31]([CH3:38])=[CH:32][C:33]([CH3:37])=[CH:34][C:35]=5[CH3:36])=[CH:25][CH:26]=[CH:27]4)=[CH:22][C:21]=3[N:20]=[C:19]([CH3:39])[CH:18]=2)=[CH:6][C:5]=1[O:40][CH3:41])[CH3:2]. Run at time 15 minute. Yields the product C(C)OC1=C(C=C(C=C1)CCNCCNC1=CC(=NC=2C=C3C(=CC=CN3C21)C2=C(C=C(C=C2C)C)C)C)OC ((2-{[2-(4-Ethoxy-3-methoxyphenyl)ethyl]amino}ethyl)[2-methyl-9-(2,4,6-trimethylphenyl)pyridino[2,3-b]indolizin-4-yl]amine). Starting materials: C(C)OC1=C(C=C(C=C1)CC(=O)NCCNC1=CC(=NC=2C=C3C(=CC=CN3C21)C2=C(C=C(C=C2C)C)C)C)OC (2-(4-ethoxy-3-methoxy-phenyl)-N-{2-[2-methyl-9-(2,4,6-trimethyl-phenyl)-pyridino[2,3-b]indolizin-4-ylamino]-ethyl}-acetamide), [AlH3] (AlH3), N(C)(C)CC (NMe2Et). Solvent: C1CCOC1 (THF).